From a dataset of the Open Reaction Database (ORD), a public repository of structured organic reaction records. describe an organic reaction: reactants, conditions, products, and yield The reactants are C(C)C1=CC(=C(NC1=O)C)C1=CC=C(S1)C(=O)O (5-(5-ethyl-2-methyl-6-oxo-1,6-dihydro-pyridin-3-yl)-thiophene-2-carboxylic acid), CONC (methoxy-methylamine). Yields the product CON(C(=O)C=1SC(=CC1)C1=C(NC(C(=C1)CC)=O)C)C (5-(5-Ethyl-2-methyl-6-oxo-1,6-dihydro-pyridin-3-yl)-thiophene-2-carboxylic acid methoxy-methyl-amide). The yield is 85.0%. Reaction SMILES: [CH2:1]([C:3]1[C:8](=[O:9])[NH:7][C:6]([CH3:10])=[C:5]([C:11]2[S:15][C:14]([C:16]([OH:18])=O)=[CH:13][CH:12]=2)[CH:4]=1)[CH3:2].[CH3:19][O:20][NH:21][CH3:22]>>[CH3:19][O:20][N:21]([CH3:22])[C:16]([C:14]1[S:15][C:11]([C:5]2[CH:4]=[C:3]([CH2:1][CH3:2])[C:8](=[O:9])[NH:7][C:6]=2[CH3:10])=[CH:12][CH:13]=1)=[O:18]. Reported procedure: Method 1, Example 205 is substantially repeated except for utilizing 5-(5-ethyl-2-methyl-6-oxo-1,6-dihydro-pyridin-3-yl)-thiophene-2-carboxylic acid and methoxy-methylamine to afford the title compound (85% yield). LC/MS: RT 2.64 min; m/e 307 (M+H). Reactants: ClC1=C(C=CC=C1C(F)(F)F)C(=O)N1CC2=C(CC1)C(=NN2)I (6-{[2-Chloro-3-(trifluoromethyl)phenyl]carbonyl}-3-iodo-4,5,6,7-tetrahydro-1H-pyrazolo[3,4-c]pyridine), O1CCCC=C1 (3,4-dihydropyran), C1(=CC=C(C=C1)S(=O)(=O)O)C (para-toluenesulfonic acid). The solvent is ClC(C)Cl (dichloroethane), C(Cl)Cl (CH2Cl2). Run at time 4 hour. Product: ClC1=C(C=CC=C1C(F)(F)F)C(=O)N1CC2=C(CC1)C(=NN2C2OCCCC2)I.ClC1=C(C=CC=C1C(F)(F)F)C(=O)N1CC2=C(CC1)C(N(N2)C2OCCCC2)I (6-{[2-Chloro-3-(trifluoromethyl)phenyl]carbonyl}-3-iodo-1-(tetrahydro-2H-pyran-2-yl)-4,5,6,7-tetrahydro-1H-pyrazolo[3,4-c]pyridine 6-{[2-Chloro-3-(trifluoromethyl)phenyl]carbonyl}-3-iodo-2-(tetrahydro-2H-pyran-2-yl)-4,5,6,7-tetrahydro-1H-pyrazolo[3,4-c]pyridine). RXN SMILES: [Cl:1][C:2]1[C:7]([C:8]([F:11])([F:10])[F:9])=[CH:6][CH:5]=[CH:4][C:3]=1[C:12]([N:14]1[CH2:19][CH2:18][C:17]2[C:20]([I:23])=[N:21][NH:22][C:16]=2[CH2:15]1)=[O:13].[O:24]1[CH:29]=[CH:28][CH2:27][CH2:26][CH2:25]1.C1(C)C=CC(S(O)(=O)=O)=CC=1>ClC(Cl)C.C(Cl)Cl>[Cl:1][C:2]1[C:7]([C:8]([F:11])([F:9])[F:10])=[CH:6][CH:5]=[CH:4][C:3]=1[C:12]([N:14]1[CH2:19][CH2:18][C:17]2[C:20]([I:23])=[N:21][N:22]([CH:25]3[CH2:26][CH2:27][CH2:28][CH2:29][O:24]3)[C:16]=2[CH2:15]1)=[O:13].[Cl:1][C:2]1[C:7]([C:8]([F:11])([F:9])[F:10])=[CH:6][CH:5]=[CH:4][C:3]=1[C:12]([N:14]1[CH2:19][CH2:18][C:17]2[CH:20]([I:23])[N:21]([CH:25]3[CH2:26][CH2:27][CH2:28][CH2:29][O:24]3)[NH:22][C:16]=2[CH2:15]1)=[O:13] |f:5.6|. Procedure: To a solution of 6-{[2-Chloro-3-(trifluoromethyl)phenyl]carbonyl}-3-iodo-4,5,6,7-tetrahydro-1H-pyrazolo[3,4-c]pyridine (40 mg, 0.09 mmol) in dichloroethane (1 mL) was added 3,4-dihydropyran (24 mL, 0.26 mmol) and para-toluenesulfonic acid (2 mg, 0.009 mmol). After stirring for 4 h at rt the reaction was diluted with CH2Cl2 and washed with aqueous saturated sodium bicarbonate. The organic layer was dried over anhydrous MgSO4, filtered and concentrated. Chromatography on silica gel (0-50% ethyl ac... Reactants: C(C)(C)(C)OC(=O)NCC1CN(CC1)CCCCCNC(=O)C1=CN(C2=CC=CC=C12)C (N-(5-(3-tert-Butoxycarbonylaminomethylpyrrolidin-1-yl)pentyl)-1-methyl-1 H-indole-3-carboxamide), NC1=CC(=C(C(=O)O)C=C1Cl)OC (4-amino-5-chloro-2-methoxybenzoic acid). Product: NC1=CC(=C(C(=O)NCC2CN(CC2)CCCCCNC(=O)C2=CN(C3=CC=CC=C23)C)C=C1Cl)OC (N-(5-(3-(4-amino-5-chloro-2-methoxybenzoylaminomethyl)pyrrolidin-1-yl)pentyl)-1-methyl-1 H-indole-3-carboxamide). As a reaction SMILES: C(O[C:6]([NH:8][CH2:9][CH:10]1[CH2:14][CH2:13][N:12]([CH2:15][CH2:16][CH2:17][CH2:18][CH2:19][NH:20][C:21]([C:23]2[C:31]3[C:26](=[CH:27][CH:28]=[CH:29][CH:30]=3)[N:25]([CH3:32])[CH:24]=2)=[O:22])[CH2:11]1)=[O:7])(C)(C)C.[NH2:33][C:34]1[C:42]([Cl:43])=[CH:41][C:37](C(O)=O)=[C:36]([O:44][CH3:45])[CH:35]=1>>[NH2:33][C:34]1[C:42]([Cl:43])=[CH:41][C:37]([C:6]([NH:8][CH2:9][CH:10]2[CH2:14][CH2:13][N:12]([CH2:15][CH2:16][CH2:17][CH2:18][CH2:19][NH:20][C:21]([C:23]3[C:31]4[C:26](=[CH:27][CH:28]=[CH:29][CH:30]=4)[N:25]([CH3:32])[CH:24]=3)=[O:22])[CH2:11]2)=[O:7])=[C:36]([O:44][CH3:45])[CH:35]=1. Reported procedure: N-(5-(3-tert-Butoxycarbonylaminomethylpyrrolidin-1-yl)pentyl)-1-methyl-1 H-indole-3-carboxamide (0.89 g) as starting compound was reacted and treated in the same manner as in Example 67 using 4-amino-5-chloro-2-methoxybenzoic acid (0.42 g) to give N-(5-(3-(4-amino-5-chloro-2-methoxybenzoylaminomethyl)pyrrolidin-1-yl)pentyl)-1-methyl-1 H-indole-3-carboxamide.